Dataset: the Open Reaction Database (ORD), a public repository of structured organic reaction records. Task: describe an organic reaction: reactants, conditions, products, and yield Reactants: C(C1=CC=CC=C1)N1C(CCC1=C[N+](=O)[O-])C(=O)OC (Methyl 1-benzyl-5-(nitromethylene)-2-pyrrolidinecarboxylate). The reagents and catalysts are [Pt] (platinum on activated carbon). Run in CO (methanol). Reaction conditions: time 56 hour. The product is C(C1=CC=CC=C1)N1C2C(NCC1CC2)=O (8-benzyl-3,8-diazabicyclo[3.2.1]octan-2-one). As a reaction SMILES: [CH2:1]([N:8]1[C:12](=[CH:13][N+:14]([O-])=O)[CH2:11][CH2:10][CH:9]1[C:17]([O:19]C)=O)[C:2]1[CH:7]=[CH:6][CH:5]=[CH:4][CH:3]=1>[Pt].CO>[CH2:1]([N:8]1[CH:12]2[CH2:11][CH2:10][CH:9]1[C:17](=[O:19])[NH:14][CH2:13]2)[C:2]1[CH:7]=[CH:6][CH:5]=[CH:4][CH:3]=1. Procedure details: Methyl 1-benzyl-5-(nitromethylene)-2-pyrrolidinecarboxylate (9.92 g, 35.9 mmol) and 5% platinum on activated carbon (11.25 g) were combined in methanol (100 mL) and shaken for 56 hours at ambient temperature under a hydrogen atmosphere (60 psi). The misture was filtered and the filtrate concentrated to provide the title compound. MS (DCI/NH3) m/z: 217 (M+H)+. The reactants are S(=O)(=O)([O-])C1=CC=C(C)C=C1 (racemic tosylate), FC1=CC2=C(C(=NO2)C2CCNCC2)C=C1 (6-fluoro-3-(4-piperidinyl)-1,2-benzisoxazole), C([O-])([O-])=O.[K+].[K+] (potassium carbonate). Solvent: C(C)#N (acetonitrile). Yields the product FC1=CC2=C(C(=NO2)C2CCN(CC2)CCC(C)O)C=C1 ((±)-6-Fluoro-3-[1-(3-hydroxybutyl)-4-piperidinyl]-1,2-benzisoxazole). As a reaction SMILES: S([C:5]1C=C[C:8](C)=[CH:7][CH:6]=1)([O-])(=O)=O.[F:12][C:13]1[CH:27]=[CH:26][C:16]2[C:17]([CH:20]3[CH2:25][CH2:24][NH:23][CH2:22][CH2:21]3)=[N:18][O:19][C:15]=2[CH:14]=1.C(=O)([O-])[O-:29].[K+].[K+]>C(#N)C>[F:12][C:13]1[CH:27]=[CH:26][C:16]2[C:17]([CH:20]3[CH2:21][CH2:22][N:23]([CH2:5][CH2:6][CH:7]([OH:29])[CH3:8])[CH2:24][CH2:25]3)=[N:18][O:19][C:15]=2[CH:14]=1 |f:2.3.4|. Reported procedure: Racemic 3-hydroxybutyl rosylate was prepared in a manner described by Ferreira et al., Tetrahedron, 46 pp. 6311-6318, (1990). To a solution of the racemic tosylate (9.2 g, 37.7 mmol) in acetonitrile (190 ml) was added 6-fluoro-3-(4-piperidinyl)-1,2-benzisoxazole (8.3 g, 37.7 mmol) followed by milled potassium carbonate (7.8 g, 56.6 mmol) at room temperature under nitrogen. The reaction mixture was warmed to reflux for 4.5 hours and allowed to cool to room temperature. The solids were removed via... Starting materials: CC1=C(C(=NO1)C1=CC=CC=C1)C=1NC2=CC=CC=C2C1CCCN(C)C (2-(5-methyl-3-phenyl-4-isoxazolyl)-3-(3-dimethylamino propyl)-1H-indole). Reagents/catalysts: [Ni] (Raney nickel). Solvent: CO (methanol). Product: NC(=C(C(C)=O)C=1NC2=CC=CC=C2C1CCCN(C)C)C1=CC=CC=C1 (4-amino-3-[3-(3-dimethylamino propyl)-1H-indol-2-yl]-4-phenyl-3-buten-2-one). Reaction SMILES: [CH3:1][C:2]1[O:6][N:5]=[C:4]([C:7]2[CH:12]=[CH:11][CH:10]=[CH:9][CH:8]=2)[C:3]=1[C:13]1[NH:14][C:15]2[C:20]([C:21]=1[CH2:22][CH2:23][CH2:24][N:25]([CH3:27])[CH3:26])=[CH:19][CH:18]=[CH:17][CH:16]=2>[Ni].CO>[NH2:5][C:4]([C:7]1[CH:8]=[CH:9][CH:10]=[CH:11][CH:12]=1)=[C:3]([C:13]1[NH:14][C:15]2[C:20]([C:21]=1[CH2:22][CH2:23][CH2:24][N:25]([CH3:26])[CH3:27])=[CH:19][CH:18]=[CH:17][CH:16]=2)[C:2](=[O:6])[CH3:1]. Reported procedure: A mixture of 3.6 grams (0.01 mole) of 2-(5-methyl-3-phenyl-4-isoxazolyl)-3-(3-dimethylamino propyl)-1H-indole and 0.75 grams of Raney nickel in 75 milliliters of methanol is hydrogenated at 50 psi and 25° C. until thin layer chromatography shows no remaining starting material (18 hours). The mixture is filtered through celite and the celite washed with methanol. The combined methanol filtrates are evaporated in vacuo, and the resulting oil is crystallized from ethanol to give 4-amino-3-[3-(3-dim... Starting materials: C(C)(C)(C)OC(=O)NC1=C(C=C(C=C1)C=1SC=CC1)NC(=O)C=1C=C(C=CC1)C=1C(=CC=CC1)C(=O)OCC (ethyl 3′-(2-(tert-butoxycarbonylamino)-5-(thiophen-2-yl)phenylcarbamoyl)biphenyl-2-carboxylate), [OH-].[K+] (potassium hydroxide), O (water), NO (hydroxylamine). Solvent: CO (methanol), C1CCOC1 (THF), C(=O)(O)[O-].[Na+] (NaHCO3). Run at time 18 hour. Yields the product NC1=C(C=C(C=C1)C=1SC=CC1)NC(=O)C=1C=C(C=CC1)C=1C(=CC=CC1)C(=O)NO (N3′-(2-amino-5-(thiophen-2-yl)phenyl)-N2-hydroxybiphenyl-2,3′-dicarboxamide). The yield is 21.0%. RXN SMILES: C(OC([NH:8][C:9]1[CH:14]=[CH:13][C:12]([C:15]2[S:16][CH:17]=[CH:18][CH:19]=2)=[CH:11][C:10]=1[NH:20][C:21]([C:23]1[CH:24]=[C:25]([C:29]2[C:30]([C:35](OCC)=O)=[CH:31][CH:32]=[CH:33][CH:34]=2)[CH:26]=[CH:27][CH:28]=1)=O)=O)(C)(C)C.[OH-:40].[K+].[NH2:42][OH:43].[OH2:44]>CO.C1COCC1.C([O-])(O)=O.[Na+]>[NH2:8][C:9]1[CH:14]=[CH:13][C:12]([C:15]2[S:16][CH:17]=[CH:18][CH:19]=2)=[CH:11][C:10]=1[NH:20][C:21]([C:23]1[CH:24]=[C:25]([C:29]2[C:30]([C:35]([NH:42][OH:43])=[O:44])=[CH:31][CH:32]=[CH:33][CH:34]=2)[CH:26]=[CH:27][CH:28]=1)=[O:40] |f:1.2,7.8|. Procedure details: To a solution of ethyl 3′-(2-amino-5-(thiophen-2-yl)phenylcarbamoyl)biphenyl-2-carboxylate 62 (0.195 g, 0.441 mmol), in methanol (1.102 ml) and THF (1.102 ml), potassium hydroxide (0.220 ml, 0.881 mmol) was added followed by a 50% hydroxylamine solution in water (1.455 g, 22.03 mmol). The mixture was stirred at rt for 18 h. It was then diluted with aqueous NaHCO3, and extracted with EtOAc. The organic phase was dried over Na2SO4 and concentrated. The crude product was purified by flash chromatog... Reactants: C(C1=CC=CC=C1)(=O)N1C[C@@H]2N(C[C@H](C3=CC=CC=C23)C2=CC=CC=C2)CC1 (cis-1,3,4,6,7,11b-hexahydro-2-benzoyl-7-phenyl-2H-pyrazino[2,1-a]isoquinoline), B (borane), Cl (HCl). Solvent: O1CCCC1 (tetrahydrofuran). Yields the product Cl.Cl.C(C1=CC=CC=C1)N1C[C@@H]2N(C[C@H](C3=CC=CC=C23)C2=CC=CC=C2)CC1 (cis-1,3,4,6,7,11b-hexahydro-2-benzyl-7-phenyl-2H-pyrazino[2,1-a]isoquinoline dihydrochloride). As a reaction SMILES: B.[C:2]([N:10]1[CH2:29][CH2:28][N:13]2[CH2:14][C@@H:15]([C:22]3[CH:27]=[CH:26][CH:25]=[CH:24][CH:23]=3)[C:16]3[C:21]([C@@H:12]2[CH2:11]1)=[CH:20][CH:19]=[CH:18][CH:17]=3)(=O)[C:3]1[CH:8]=[CH:7][CH:6]=[CH:5][CH:4]=1.[ClH:30]>O1CCCC1>[ClH:30].[ClH:30].[CH2:2]([N:10]1[CH2:29][CH2:28][N:13]2[CH2:14][C@@H:15]([C:22]3[CH:23]=[CH:24][CH:25]=[CH:26][CH:27]=3)[C:16]3[C:21]([C@@H:12]2[CH2:11]1)=[CH:20][CH:19]=[CH:18][CH:17]=3)[C:3]1[CH:8]=[CH:7][CH:6]=[CH:5][CH:4]=1 |f:4.5.6|. Procedure details: To a stirred solution of 1.0 M borane in tetrahydrofuran (70 ml) maintained under nitrogen at 0° was added cis-1,3,4,6,7,11b-hexahydro-2-benzoyl-7-phenyl-2H-pyrazino[2,1-a]isoquinoline (6.8 g, 0.0184 m) and the mixture heated to reflux for 3 hours, then cooled in an ice bath and carefully treated with 10% HCl (50 ml). This mixture was heated to reflux for 1 hour, then cooled, and tetrahydrofuran removed on an aspirator. The residue was basified to pH 11 with 10% NaOH and extracted with chlorofor...